Dataset: the Open Reaction Database (ORD), a public repository of structured organic reaction records. Task: describe an organic reaction: reactants, conditions, products, and yield Reactants: Cl (Hydrochloric acid), C(C)(C)(C)OC(=O)N(C=1C=C(C(=O)C2=CC=CC=C2)C=CC1)C (N-tert-butoxycarbonyl-N-methyl-3-aminobenzophenone). The solvent is dioxanes, C(Cl)Cl (methylene chloride). Run at time 1 hour. Yields the product CNC=1C=C(C(=O)C2=CC=CC=C2)C=CC1 (N-methyl-3-amino benzophenone). As a reaction SMILES: Cl.C(O[C:7]([N:9](C)[C:10]1[CH:11]=[C:12]([CH:21]=[CH:22][CH:23]=1)[C:13]([C:15]1[CH:20]=[CH:19][CH:18]=[CH:17][CH:16]=1)=[O:14])=O)(C)(C)C>C(Cl)Cl>[CH3:7][NH:9][C:10]1[CH:11]=[C:12]([CH:21]=[CH:22][CH:23]=1)[C:13]([C:15]1[CH:20]=[CH:19][CH:18]=[CH:17][CH:16]=1)=[O:14]. Procedure: Hydrochloric acid in dioxanes (4M, 7 mL) was added to a solution of N-tert-butoxycarbonyl-N-methyl-3-aminobenzophenone (2.2 g, 7.4 mmol) in methylene chloride (5 mL). The mixture was stirred at room temperature for 1 hour and then concentrated. The residue was partitioned between chloroform and saturated sodium bicarbonate solution and the organic layer was washed with saturated sodium chloride and dried over sodium sulfate. The solvent was removed in vacuo to yield the desired product. As a reaction SMILES: [Al+3:31].[C:1]([CH3:2])([CH3:3])([CH3:4])[c:5]1[n:6][n:7]([CH2:19][c:20]2[cH:21][cH:22][c:23]([C:24](=[O:25])[O:26][CH3:27])[cH:28][cH:29]2)[c:8]([O:10][CH2:11][c:12]2[n:13][c:14]([CH3:18])[cH:15][cH:16][cH:17]2)[cH:9]1.[CH3:36][CH2:37][OH:38].[Cl-:39].[H-:30].[H-:33].[H-:34].[H-:35].[Li+:32].[NH4+:40].[O:41]1[CH2:42][CH2:43][CH2:44][CH2:45]1>>[C:1]([CH3:2])([CH3:3])([CH3:4])[c:5]1[n:6][n:7]([CH2:19][c:20]2[cH:21][cH:22][c:23]([CH2:24][OH:25])[cH:28][cH:29]2)[c:8]([O:10][CH2:11][c:12]2[n:13][c:14]([CH3:18])[cH:15][cH:16][cH:17]2)[cH:9]1. Reactants: [Al+3], COC(=O)c1ccc(Cn2nc(C(C)(C)C)cc2OCc2cccc(C)n2)cc1, CCO, [Cl-], [H-], [H-], [H-], [H-], [Li+], [NH4+], C1CCOC1. Product: Cc1cccc(COc2cc(C(C)(C)C)nn2Cc2ccc(CO)cc2)n1. Starting materials: Cl, CC(NC(=O)Cc1cc(F)cc(F)c1)C(=O)O, CC(C)CC1C(=O)N(N)c2ccccc2-c2ccccc21. Product: CC(C)CC1C(=O)N(NC(=O)C(C)NC(=O)Cc2cc(F)cc(F)c2)c2ccccc2-c2ccccc21. Reaction SMILES: [ClH:18].[F:1][c:2]1[cH:3][c:4]([CH2:9][C:10](=[O:11])[NH:12][CH:13]([CH3:14])[C:15](=[O:16])[OH:17])[cH:5][c:6]([F:8])[cH:7]1.[NH2:19][N:20]1[c:21]2[c:22]([cH:36][cH:37][cH:38][cH:39]2)-[c:23]2[c:24]([cH:32][cH:33][cH:34][cH:35]2)[CH:25]([CH2:28][CH:29]([CH3:30])[CH3:31])[C:26]1=[O:27]>>[F:1][c:2]1[cH:3][c:4]([CH2:9][C:10](=[O:11])[NH:12][CH:13]([CH3:14])[C:15](=[O:17])[NH:19][N:20]2[c:21]3[c:22]([cH:36][cH:37][cH:38][cH:39]3)-[c:23]3[c:24]([cH:32][cH:33][cH:34][cH:35]3)[CH:25]([CH2:28][CH:29]([CH3:30])[CH3:31])[C:26]2=[O:27])[cH:5][c:6]([F:8])[cH:7]1. Procedure details: In 4 ml of benzene were suspended 0.095 g (1.0 mmol) of 2-hydroxypyridine and 0.14 g (0.5 mmol) of silver carbonate, N-bromomethylphthalimide [0.29 g (1.2 mmol)] was added at room temperature, and the mixture was stirred at 80° C. for 14 hours under heating. After cooling, the residue was filtered and the solvent was distilled off. The residue was purified by column chromatography (eluent: ethyl acetate/hexane=10:1) to obtain powder. The powder was recrystallized from ethyl acetate to obtain 0.1... The reagents and catalysts are C([O-])([O-])=O.[Ag+2] (silver carbonate). Reactants: OC1=NC=CC=C1 (2-hydroxypyridine), BrCN1C(C=2C(C1=O)=CC=CC2)=O (N-bromomethylphthalimide). RXN SMILES: [OH:1][C:2]1[CH:7]=[CH:6][CH:5]=[CH:4][N:3]=1.Br[CH2:9][N:10]1[C:14](=[O:15])[C:13]2=[CH:16][CH:17]=[CH:18][CH:19]=[C:12]2[C:11]1=[O:20]>C1C=CC=CC=1.C(=O)([O-])[O-].[Ag+2]>[C:11]1(=[O:20])[N:10]([CH2:9][O:1][C:2]2[CH:7]=[CH:6][CH:5]=[CH:4][N:3]=2)[C:14](=[O:15])[C:13]2=[CH:16][CH:17]=[CH:18][CH:19]=[C:12]12 |f:3.4|. Yields the product C1(C=2C(C(N1COC1=NC=CC=C1)=O)=CC=CC2)=O (2-(Phthalimidomethyloxy)pyridine). Conditions: temperature 80 celsius, time 14 hour. Isolated yield 39.3%. Run in C1=CC=CC=C1 (benzene). The reactants are C(C)(=O)N1CC(CCC1)O (1-Acetyl-3-hydroxypiperidine), C(C1=CC=CC=C1)Cl (Benzyl chloride), CN(C=O)C (dimethylformamide), [H-].[Na+] (sodium hydride). Solvent: O (Water). Run at time 30 minute. The product is C(C)(=O)N1CC(CCC1)OCC1=CC=CC=C1 (1-Acetyl-3-benzyloxypiperidine). RXN SMILES: [C:1]([N:4]1[CH2:9][CH2:8][CH2:7][CH:6]([OH:10])[CH2:5]1)(=[O:3])[CH3:2].CN(C)C=O.[H-].[Na+].[CH2:18](Cl)[C:19]1[CH:24]=[CH:23][CH:22]=[CH:21][CH:20]=1>O>[C:1]([N:4]1[CH2:9][CH2:8][CH2:7][CH:6]([O:10][CH2:18][C:19]2[CH:24]=[CH:23][CH:22]=[CH:21][CH:20]=2)[CH2:5]1)(=[O:3])[CH3:2] |f:2.3|. Reported procedure: 1-Acetyl-3-hydroxypiperidine (0.10 mole) is dissolved in 50 ml. of dimethylformamide. 0.12 Mole of sodium hydride (56%) is added over a 10 minute period, and the reaction mixture is stirred for 30 minutes. Benzyl chloride (0.12 mole) is added dropwise over a 30 minute period, and the reaction mixture is then heated on a steam bath for 30 minutes. Water (3 volumes) is added, the solution extracted with ether, the ether extract washed with water and the ether removed by evaporation. A yellow oil i... The reactants are CC(=O)[O-], CC(=O)OC(C)=O, CC(=O)O, CC12CC(O)C3(F)C(CCC4=CC(=O)C=CC43C)C1CCC2=O, [Na+], Cc1ccc(S(=O)(=O)O)cc1. Product: CC(=O)OC1CC2(C)C(=O)CCC2C2CCC3=CC(=O)C=CC3(C)C12F. Reaction SMILES: [CH3:36][C:37]([O-:38])=[O:39].[CH3:40][C:41]([O:42][C:43](=[O:44])[CH3:45])=[O:46].[CH3:47][C:48](=[O:49])[OH:50].[F:1][C:2]12[C:3]3([CH3:23])[CH:4]=[CH:5][C:6](=[O:22])[CH:7]=[C:8]3[CH2:9][CH2:10][CH:11]1[CH:12]1[CH2:13][CH2:14][C:15](=[O:21])[C:16]1([CH3:17])[CH2:18][CH:19]2[OH:20].[Na+:35].[c:24]1([CH3:25])[cH:26][cH:27][c:28]([S:29]([OH:30])(=[O:31])=[O:32])[cH:33][cH:34]1>>[F:1][C:2]12[C:3]3([CH3:23])[CH:4]=[CH:5][C:6](=[O:22])[CH:7]=[C:8]3[CH2:9][CH2:10][CH:11]1[CH:12]1[CH2:13][CH2:14][C:15](=[O:21])[C:16]1([CH3:17])[CH2:18][CH:19]2[O:20][C:37]([CH3:36])=[O:38]. Reactants: ClC1=C(C=C(C=C1C)B1OC(C(O1)(C)C)(C)C)C (2-chloro-1,3-dimethyl-5-(4,4,5,5-tetramethyl-[1,3,2]dioxaborolan-2-yl)-benzene), BrC1=CC(=NC(=C1)C)C (4-bromo-2,6-dimethyl-pyridine), Intermediate 56. Product: ClC1=C(C=C(C=C1C)C1=CC(=NC(=C1)C)C)C (4-(4-chloro-3,5-dimethyl-phenyl)-2,6-dimethyl-pyridine). Reaction SMILES: [Cl:1][C:2]1[C:7]([CH3:8])=[CH:6][C:5](B2OC(C)(C)C(C)(C)O2)=[CH:4][C:3]=1[CH3:18].Br[C:20]1[CH:25]=[C:24]([CH3:26])[N:23]=[C:22]([CH3:27])[CH:21]=1>>[Cl:1][C:2]1[C:3]([CH3:18])=[CH:4][C:5]([C:20]2[CH:25]=[C:24]([CH3:26])[N:23]=[C:22]([CH3:27])[CH:21]=2)=[CH:6][C:7]=1[CH3:8]. Procedure details: The title compound is prepared from 2-chloro-1,3-dimethyl-5-(4,4,5,5-tetramethyl-[1,3,2]dioxaborolan-2-yl)-benzene and 4-bromo-2,6-dimethyl-pyridine following a procedure analogous to that described in Step 1 of Intermediate 56. Mass spectrum (ESI+): m/z=246/248 (Cl) [M+H]+.